This data is from the Open Reaction Database (ORD), a public repository of structured organic reaction records. The task is: describe an organic reaction: reactants, conditions, products, and yield Product: COC(=O)CCC(C)=CCc1c(OS(=O)(=O)C(F)(F)F)c(C)c2c(c1OS(=O)(=O)c1ccc(C)cc1)C(=O)OC2. As a reaction SMILES: [C:49](=[O:50])([OH:51])[O-:52].[CH2:54]([Cl:55])[Cl:56].[F:1][C:2]([S:3](=[O:4])(=[O:5])[O:8][S:9](=[O:10])(=[O:11])[C:12]([F:13])([F:14])[F:15])([F:6])[F:7].[Na+:53].[OH:16][c:17]1[c:18]([CH2:39][CH:40]=[C:41]([CH2:42][CH2:43][C:44](=[O:45])[O:46][CH3:47])[CH3:48])[c:19]([O:28][S:29](=[O:30])(=[O:31])[c:32]2[cH:33][cH:34][c:35]([CH3:38])[cH:36][cH:37]2)[c:20]2[c:24]([c:25]1[CH3:26])[CH2:23][O:22][C:21]2=[O:27].[cH:57]1[cH:58][cH:59][n:60][cH:61][cH:62]1>>[O:8]([S:9](=[O:10])(=[O:11])[C:12]([F:13])([F:14])[F:15])[c:17]1[c:18]([CH2:39][CH:40]=[C:41]([CH2:42][CH2:43][C:44](=[O:45])[O:46][CH3:47])[CH3:48])[c:19]([O:28][S:29](=[O:30])(=[O:31])[c:32]2[cH:33][cH:34][c:35]([CH3:38])[cH:36][cH:37]2)[c:20]2[c:24]([c:25]1[CH3:26])[CH2:23][O:22][C:21]2=[O:27]. Starting materials: O=C([O-])O, ClCCl, O=S(=O)(OS(=O)(=O)C(F)(F)F)C(F)(F)F, [Na+], COC(=O)CCC(C)=CCc1c(O)c(C)c2c(c1OS(=O)(=O)c1ccc(C)cc1)C(=O)OC2, c1ccncc1.